This data is from the Open Reaction Database (ORD), a public repository of structured organic reaction records. The task is: describe an organic reaction: reactants, conditions, products, and yield The reactants are CC(Oc1c(N)ncc2c(Br)coc12)c1c(Cl)ccc(F)c1Cl, O=C([O-])[O-], C1COCCO1, Cn1cc(B2OC(C)(C)C(C)(C)O2)cn1, CCOC(C)=O, [K+], [K+], O, Cl[Pd]Cl. Yields the product CC(Oc1c(N)ncc2c(-c3cnn(C)c3)coc12)c1c(Cl)ccc(F)c1Cl. As a reaction SMILES: [Br:1][c:2]1[cH:3][o:4][c:5]2[c:6]1[cH:7][n:8][c:9]([NH2:23])[c:10]2[O:11][CH:12]([CH3:13])[c:14]1[c:15]([Cl:22])[c:16]([F:21])[cH:17][cH:18][c:19]1[Cl:20].[C:39](=[O:40])([O-:41])[O-:42].[CH2:45]1[O:46][CH2:47][CH2:48][O:49][CH2:50]1.[CH3:24][n:25]1[n:26][cH:27][c:28]([B:30]2[O:31][C:32]([CH3:33])([CH3:34])[C:35]([CH3:36])([CH3:37])[O:38]2)[cH:29]1.[CH3:52][CH2:53][O:54][C:55]([CH3:56])=[O:57].[K+:43].[K+:44].[OH2:51].[Pd:58]([Cl:59])[Cl:60]>>[c:2]1(-[c:28]2[cH:27][n:26][n:25]([CH3:24])[cH:29]2)[cH:3][o:4][c:5]2[c:6]1[cH:7][n:8][c:9]([NH2:23])[c:10]2[O:11][CH:12]([CH3:13])[c:14]1[c:15]([Cl:22])[c:16]([F:21])[cH:17][cH:18][c:19]1[Cl:20]. Yields the product Cn1cc(C2=C(c3cccc(N)c3)C(=O)NC2=O)c2cc(Cl)ccc21. Starting materials: CC(=O)O, Cn1cc(C2=C(c3cccc([N+](=O)[O-])c3)C(=O)NC2=O)c2cc(Cl)ccc21. RXN SMILES: [C:28]([OH:29])(=[O:30])[CH3:31].[CH3:1][n:2]1[cH:3][c:4]([C:12]2=[C:16]([c:17]3[cH:18][c:19]([N+:23]([O-:24])=[O:25])[cH:20][cH:21][cH:22]3)[C:15](=[O:26])[NH:14][C:13]2=[O:27])[c:5]2[cH:6][c:7]([Cl:11])[cH:8][cH:9][c:10]12>>[CH3:1][n:2]1[cH:3][c:4]([C:12]2=[C:16]([c:17]3[cH:18][c:19]([NH2:23])[cH:20][cH:21][cH:22]3)[C:15](=[O:26])[NH:14][C:13]2=[O:27])[c:5]2[cH:6][c:7]([Cl:11])[cH:8][cH:9][c:10]12. The reactants are BrC1=CC(=C(C(=O)N(C)OC)C=C1)F (4-bromo-2-fluoro-N-methoxy-N-methylbenzamide), C(C)[Mg]Br (ethylmagnesium bromide). The solvent is O1CCCC1 (tetrahydrofuran). Run at time 2 hour. Yields the product BrC1=CC(=C(C=C1)C(CC)=O)F (1-(4-bromo-2-fluorophenyl)propan-1-one). As a reaction SMILES: [Br:1][C:2]1[CH:13]=[CH:12][C:5]([C:6](N(OC)C)=[O:7])=[C:4]([F:14])[CH:3]=1.[CH2:15]([Mg]Br)[CH3:16]>O1CCCC1>[Br:1][C:2]1[CH:13]=[CH:12][C:5]([C:6](=[O:7])[CH2:15][CH3:16])=[C:4]([F:14])[CH:3]=1. Procedure: Into a 1000-mL 4-necked round-bottom flask purged and maintained with an inert atmosphere of nitrogen, was placed a solution of 4-bromo-2-fluoro-N-methoxy-N-methylbenzamide (60 g, 229.01 mmol, 1.00 equiv) in tetrahydrofuran (200 mL). To the resulting mixture was then added ethylmagnesium bromide (2M) (185 mL, 1.60 equiv) dropwise with stirring at −20° C. The resulting solution was stirred for 2 h at room temperature, then cooled to 0° C. with a water/ice bath. The reaction was then quenched by t...